Dataset: the Open Reaction Database (ORD), a public repository of structured organic reaction records. Task: describe an organic reaction: reactants, conditions, products, and yield The reactants are CCOC(=O)C1=C(c2ccccc2)NC(=O)C1C(=O)c1ccc(Br)cc1, CO. The product is O=C1NC(c2ccccc2)=C2C(=O)OC(c3ccc(Br)cc3)=C12. RXN SMILES: [Br:1][c:2]1[cH:3][cH:4][c:5]([C:6](=[O:7])[CH:8]2[C:9]([C:20](=[O:21])[O:22][CH2:23][CH3:24])=[C:10]([c:14]3[cH:15][cH:16][cH:17][cH:18][cH:19]3)[NH:11][C:12]2=[O:13])[cH:25][cH:26]1.[CH3:27][OH:28]>>[Br:1][c:2]1[cH:3][cH:4][c:5]([C:6]2=[C:8]3[C:9](=[C:10]([c:14]4[cH:15][cH:16][cH:17][cH:18][cH:19]4)[NH:11][C:12]3=[O:13])[C:20](=[O:21])[O:7]2)[cH:25][cH:26]1.